From a dataset of the Open Reaction Database (ORD), a public repository of structured organic reaction records. describe an organic reaction: reactants, conditions, products, and yield The reactants are BrC1=NC=C(C=O)C=C1 (6-Bromonicotinaldehyde), C1(=CC=CC2=CC=CC=C12)B(O)O (1-naphthaleneboronic acid). Yields the product C1(=CC=CC2=CC=CC=C12)C1=NC=C(C=O)C=C1 (6-(naphthalen-1-yl)nicotinaldehyde). Reaction SMILES: Br[C:2]1[CH:9]=[CH:8][C:5]([CH:6]=[O:7])=[CH:4][N:3]=1.[C:10]1(B(O)O)[C:19]2[C:14](=[CH:15][CH:16]=[CH:17][CH:18]=2)[CH:13]=[CH:12][CH:11]=1>>[C:18]1([C:2]2[CH:9]=[CH:8][C:5]([CH:6]=[O:7])=[CH:4][N:3]=2)[C:19]2[C:14](=[CH:13][CH:12]=[CH:11][CH:10]=2)[CH:15]=[CH:16][CH:17]=1. Procedure details: Synthesized using compound 43c (720 mg, 3.87 mmol) and 1-naphthaleneboronic acid (1.00 g, 5.81 mmol) according to Method C. Crude product was purified by flash chromatography on silica-gel using a mixture of hexane/ethyl acetate (8:1) as eluent. Orange solid. Yield: 733 mg, 81%. 1H NMR (CDCl3, 500 MHz): δH (ppm)=7.50-7.62 (m, 3H), 7.65-7.69 (m, 1H), 7.77-7.81 (m, 1H), 7.92-8.00 (m, 2H), 8.10-8.14 (m, 1H), 8.31 (dd, J=7.9, 2.2 Hz, 1H), 9.25 (dd, J=2.2, 0.9 Hz, 1H), 10.22 (s, 1H); 13C NMR (CDCl3, ... Starting materials: OC(C(OC=1C(=NC2=CC=CC=C2N1)NS(=O)(=O)CCC)C=1C=NC=CC1)(C)C (N-(3-(2-hydroxy-2-methyl-1-(pyridin-3-yl)propoxy) quinoxalin-2-yl)propane-1-sulfonamide), ClC1=CC(=CC=C1)C(=O)OO (meta-chloroperbenzoic acid). Run in ClCCl (dichloromethane). Reaction conditions: time 2 hour. Yields the product OC(C(OC1=NC2=CC=CC=C2N=C1NS(=O)(=O)CCC)C=1C=[N+](C=CC1)[O-])(C)C (3-(2-hydroxy-2-methyl-1-(3-(propylsulfonamido)quinoxalin-2-yloxy)propyl)pyridine 1-oxide). Isolated yield 51.3%. RXN SMILES: [OH:1][C:2]([CH3:29])([CH3:28])[CH:3]([C:22]1[CH:23]=[N:24][CH:25]=[CH:26][CH:27]=1)[O:4][C:5]1[C:6]([NH:15][S:16]([CH2:19][CH2:20][CH3:21])(=[O:18])=[O:17])=[N:7][C:8]2[C:13]([N:14]=1)=[CH:12][CH:11]=[CH:10][CH:9]=2.ClC1C=CC=C(C(OO)=[O:38])C=1>ClCCl>[OH:1][C:2]([CH3:28])([CH3:29])[CH:3]([C:22]1[CH:23]=[N+:24]([O-:38])[CH:25]=[CH:26][CH:27]=1)[O:4][C:5]1[C:6]([NH:15][S:16]([CH2:19][CH2:20][CH3:21])(=[O:18])=[O:17])=[N:7][C:8]2[C:13](=[CH:12][CH:11]=[CH:10][CH:9]=2)[N:14]=1. Reported procedure: Compound 1 (89.6 mg, 0.215 mmol) obtained in Example 1 was dissolved in dichloromethane (5.0 mL). To the solution was added 65% meta-chloroperbenzoic acid (85.7 mg, 0.323 mmol) and the mixture was stirred at room temperature for 2 hours. The solvent was evaporated under reduced pressure. The residue was purified by preparative thin-layer chromatography (chloroform/methanol=9/1) to give Compound 2 (47.7 mg, 51% yield). Starting materials: C[C@H](CCC(=O)O)[C@H]1CC[C@@H]2[C@@]1(CC[C@H]3[C@H]2CC[C@H]4[C@@]3(CC[C@H](C4)O)C)C (lithocholic acid), cholan-24-oic-3(-yl) sebacate. The solvent is C(C)(=O)OC(C)=O (acetic anhydride). The product is C(CC[C@@H](C)[C@H]1CC[C@H]2[C@@H]3CCC4CCCC[C@]4(C)[C@H]3CC[C@]12C)(=O)O (cholan-24-oic acid). Yield: 50.0%. Reaction SMILES: [CH3:1][C@@H:2]([C@@H:8]1[C@@:12]2([CH3:27])[CH2:13][CH2:14][C@@H:15]3[C@@:20]4([CH3:26])[CH2:21][CH2:22][C@@H:23](O)[CH2:24][C@H:19]4[CH2:18][CH2:17][C@H:16]3[C@@H:11]2[CH2:10][CH2:9]1)[CH2:3][CH2:4][C:5]([OH:7])=[O:6]>C(OC(=O)C)(=O)C>[C:5]([OH:7])(=[O:6])[CH2:4][CH2:3][C@H:2]([C@@H:8]1[C@:12]2([CH3:27])[C@H:11]([C@H:16]3[C@H:15]([CH2:14][CH2:13]2)[C@:20]2([CH3:26])[CH:19]([CH2:24][CH2:23][CH2:22][CH2:21]2)[CH2:18][CH2:17]3)[CH2:10][CH2:9]1)[CH3:1]. Procedure details: A solution of 1 g of the lithocholic acid dimer prepared by the inventors, viz. bis(5(-cholan-24-oic-3(-yl) sebacate, in 6 ml of acetic anhydride was heated to 120° C. in an oil bath for 1 h. The solvent was partially removed and the mixed anhydride prepolymer was allowed to crystallize at -10° C. The product was filtered out, washed with a small amount of cold acetic anhydride and dried under vacuum at room temperature for two days. The requested bis (5(-cholan-24-oic acid 3(-yl) sebacate prepo... Reactants: C12(CCC(CC1)(CC2)C(=O)O)C(=O)OC (Methyl hydrogen bicyclo[2.2.2]octane-1,4-dicarboxylate), S(O)(O)(=O)=O (sulfuric acid). Solvent: ClCCl (dichloromethane). Conditions: time 4 hour. Yields the product C12(CCC(CC1)(CC2)C(=O)OC)C(=O)OC(C)(C)C (1,1-dimethylethyl methyl bicyclo[2.2.2]octane-1,4-dicarboxylate). The yield is 157.2%. RXN SMILES: [C:1]12([C:12]([O:14][CH3:15])=[O:13])[CH2:8][CH2:7][C:4]([C:9]([OH:11])=[O:10])([CH2:5][CH2:6]1)[CH2:3][CH2:2]2.S(=O)(=O)(O)O>ClCCl>[C:4]12([C:9]([O:11][C:1]([CH3:8])([CH3:6])[CH3:2])=[O:10])[CH2:3][CH2:2][C:1]([C:12]([O:14][CH3:15])=[O:13])([CH2:6][CH2:5]1)[CH2:8][CH2:7]2. Procedure details: Methyl hydrogen bicyclo[2.2.2]octane-1,4-dicarboxylate (500 mg) was dissolved in dichloromethane (5 mL) and sulfuric acid (50 μL) was added to the solution. The mixture was bubbled with isobutene for 5 minutes while chilled in a salt/ice bath. The mixture was then stirred for 4 hours at room temperature and was left for 4 days. Subsequently, the reaction mixture was diluted with dichloromethane (5 mL), washed sequentially with a saturated aqueous solution of sodium bicarbonate and saturated brin... Starting materials: [Cl-].[NH4+] (ammonium chloride), CS(=O)(=O)C1=CC=C(C=C1)O (4-(methylsulfonyl)phenol), [H-].[Na+] (Sodium hydride), C(C)(C)(C)OC(=O)N1CCC(CC1)N1N=CC=2C1=NC(=NC2Cl)Cl (4-(4,6-Dichloro-pyrazolo[3,4-d]pyrimidin-1-yl)-piperidine-1-carboxylic acid tert-butyl ester), C(C)(C)(C)OC(=O)N1CCC(CC1)N1N=CC=2C1=NC(=NC2Cl)Cl (4-(4,6-Dichloro-pyrazolo[3,4-d]pyrimidin-1-yl)-piperidine-1-carboxylic acid tert-butyl ester). Run in O1CCCC1 (tetrahydrofuran). Run at time 10 minute. Product: C(C)(C)(C)OC(=O)N1CCC(CC1)N1N=CC=2C1=NC(=NC2OC2=CC=C(C=C2)S(=O)(=O)C)Cl (4-[6-chloro-4-(4-methanesulfonyl-phenoxy)-pyrazolo[3,4-d]pyrimidin-1-yl]-piperidine-1-carboxylic acid tert-butyl ester). Yield: 66.3%. Reaction SMILES: [CH3:1][S:2]([C:5]1[CH:10]=[CH:9][C:8]([OH:11])=[CH:7][CH:6]=1)(=[O:4])=[O:3].[H-].[Na+].[C:14]([O:18][C:19]([N:21]1[CH2:26][CH2:25][CH:24]([N:27]2[C:31]3=[N:32][C:33]([Cl:37])=[N:34][C:35](Cl)=[C:30]3[CH:29]=[N:28]2)[CH2:23][CH2:22]1)=[O:20])([CH3:17])([CH3:16])[CH3:15].[Cl-].[NH4+]>O1CCCC1>[C:14]([O:18][C:19]([N:21]1[CH2:26][CH2:25][CH:24]([N:27]2[C:31]3=[N:32][C:33]([Cl:37])=[N:34][C:35]([O:11][C:8]4[CH:9]=[CH:10][C:5]([S:2]([CH3:1])(=[O:3])=[O:4])=[CH:6][CH:7]=4)=[C:30]3[CH:29]=[N:28]2)[CH2:23][CH2:22]1)=[O:20])([CH3:17])([CH3:15])[CH3:16] |f:1.2,4.5|. Procedure: A solution of 4-(methylsulfonyl)phenol (available from Matrix Scientific, Columbia, S.C., USA; 52 mg, 0.3 mmol) in tetrahydrofuran (3 mL) was cooled to 0° C. under argon. Sodium hydride (60% dispersion; 13.2 mg, 0.33 mmol) was added and the mixture was stirred for 10 min. 4-(4,6-Dichloro-pyrazolo[3,4-d]pyrimidin-1-yl)-piperidine-1-carboxylic acid tert-butyl ester (Intermediate 24; 100 mg, 0.27 mmol) was added and the mixture was stirred at room temperature for 4 h and then poured into saturated ... Starting materials: [OH-].[Na+] (sodium hydroxide), BrC1=NC=CC=C1 (2-bromopyridine), C1(=CC=CC=C1)P(C1=CC=CC=C1)C1=CC=CC=C1 (triphenylphosphine), C(CCC#C)O (4-pentyn-1-ol). Reagents/catalysts: C(C)(=O)[O-].[Pd+2].C(C)(=O)[O-] (palladium (II) acetate), [Cu]I (copper (I) iodide). The solvent is C(C)N(CC)CC (triethylamine). Conditions: time 5 minute. The product is N1=C(C=CC=C1)C#CCCCO (5-(2-Pyridyl)-4-pentyn-1-ol). As a reaction SMILES: Br[C:2]1[CH:7]=[CH:6][CH:5]=[CH:4][N:3]=1.C1(P(C2C=CC=CC=2)C2C=CC=CC=2)C=CC=CC=1.[CH2:27]([OH:32])[CH2:28][CH2:29][C:30]#[CH:31].[OH-].[Na+]>C(N(CC)CC)C.C([O-])(=O)C.[Pd+2].C([O-])(=O)C.[Cu]I>[N:3]1[CH:4]=[CH:5][CH:6]=[CH:7][C:2]=1[C:31]#[C:30][CH2:29][CH2:28][CH2:27][OH:32] |f:3.4,6.7.8|. Procedure: A mixture of 2-bromopyridine (5 g, 31.6 mmol), palladium (II) acetate (5 mg), copper (I) iodide (5 mg), triphenylphosphine (5 mg) in triethylamine (40 ml) was deaerated with argon for 5 minutes. After 4-pentyn-1-ol (3.49 ml, 37.9 mmol) was added, the solution was rapidly heated to reflux under argon and conditions maintained for 22 hours. On cooling, the mixture was poured into 2M sodium hydroxide (ca. 30 ml) and extracted thoroughly with ethyl acetate. Evaporation of the dried (magnesium sulpha... The reactants are [Cl-].[Al+3].[Cl-].[Cl-] (aluminum chloride), C1(=CC=CC=C1)C1OC(C=N1)=O (2-phenyl-5-oxazolone), S1C=CC=C1 (thiophene). Run in C(Cl)Cl (methylene chloride). Conditions: time 20 minute. Yields the product C(C1=CC=CC=C1)(=O)NCC(=O)C=1SC=CC1 (α-N-benzoylamino-2-acetylthiophene). Isolated yield 42.2%. RXN SMILES: [C:1]1([CH:7]2[N:11]=[CH:10][C:9](=[O:12])[O:8]2)[CH:6]=[CH:5][CH:4]=[CH:3][CH:2]=1.[Cl-].[Al+3].[Cl-].[Cl-].[S:17]1[CH:21]=[CH:20][CH:19]=[CH:18]1>C(Cl)Cl>[C:7]([NH:11][CH2:10][C:9]([C:18]1[S:17][CH:21]=[CH:20][CH:19]=1)=[O:12])(=[O:8])[C:1]1[CH:6]=[CH:5][CH:4]=[CH:3][CH:2]=1 |f:1.2.3.4|. Procedure: A 500 mL, round-bottomed, 3-necked flask was charged with 23.0 g (142.7 mmol) of 2-phenyl-5-oxazolone, and 250 mL of dried methylene chloride, and cooled in an ice bath under a nitrogen atmosphere. Using a powder addition funnel, 57.0 g (3.0 equiv.) of aluminum chloride was added over a period of 1 hour to the stirred reaction mixture. After holding for 20 minutes the gradual addition of thiophene (14.4 mL, 1.22 equiv.) was carried out over a 1 hour period. The reaction mixture was then stirred ... The reactants are BrCC1=C(C=CC(=C1Cl)Cl)Cl (2-(bromomethyl)-1,3,4-trichlorobenzene), SC1=NC=CC(=N1)O (2-sulfanylpyrimidin-4-ol). The product is ClC1=C(C(=CC=C1Cl)Cl)CSC1=NC=CC(=N1)O (2-{[(2,3,6-trichlorophenyl)methyl]sulfanyl}pyrimidin-4-ol). Isolated yield 89.0%. As a reaction SMILES: Br[CH2:2][C:3]1[C:8]([Cl:9])=[C:7]([Cl:10])[CH:6]=[CH:5][C:4]=1[Cl:11].[SH:12][C:13]1[N:18]=[C:17]([OH:19])[CH:16]=[CH:15][N:14]=1>>[Cl:9][C:8]1[C:7]([Cl:10])=[CH:6][CH:5]=[C:4]([Cl:11])[C:3]=1[CH2:2][S:12][C:13]1[N:18]=[C:17]([OH:19])[CH:16]=[CH:15][N:14]=1. Procedure: As per procedure from Example 1, this compound was prepared from 2-(bromomethyl)-1,3,4-trichlorobenzene and 2-sulfanylpyrimidin-4-ol to provide the title compound as a white solid (1.04 g, 89% yield); 1H NMR (400 MHz, DMSO-do): δ 4.72 (s, 2H), 6.21 (bs, 1H), 7.58 (d, J=8.8 Hz 1H), 7.68 (d, J=8.8 Hz 1H), 8.02 (bs, 1H); M+ 322.8. Reactants: COC(=O)C1CN(C(=O)c2noc(C(CCCC3CCCCC3)CC(=O)OC(C)(C)C)n2)C1, ClCCl, O=C(O)C(F)(F)F. Product: COC(=O)C1CN(C(=O)c2noc(C(CCCC3CCCCC3)CC(=O)O)n2)C1. Reaction SMILES: [C:1]([CH3:2])([CH3:3])([CH3:4])[O:5][C:6]([CH2:7][CH:8]([CH2:9][CH2:10][CH2:11][CH:12]1[CH2:13][CH2:14][CH2:15][CH2:16][CH2:17]1)[c:18]1[n:19][c:20]([C:23](=[O:24])[N:25]2[CH2:26][CH:27]([C:29](=[O:30])[O:31][CH3:32])[CH2:28]2)[n:21][o:22]1)=[O:33].[Cl:41][CH2:42][Cl:43].[OH:34][C:35]([C:36]([F:37])([F:38])[F:39])=[O:40]>>[O:5]=[C:6]([CH2:7][CH:8]([CH2:9][CH2:10][CH2:11][CH:12]1[CH2:13][CH2:14][CH2:15][CH2:16][CH2:17]1)[c:18]1[n:19][c:20]([C:23](=[O:24])[N:25]2[CH2:26][CH:27]([C:29](=[O:30])[O:31][CH3:32])[CH2:28]2)[n:21][o:22]1)[OH:33].